Dataset: the Open Reaction Database (ORD), a public repository of structured organic reaction records. Task: describe an organic reaction: reactants, conditions, products, and yield Starting materials: CCOC(C)=O, N#Cc1cc(C=O)ccc1F, CC(O)C(F)(F)F, [H-], [Na+], CN(C)C=O. As a reaction SMILES: [CH3:26][CH2:27][O:28][C:29]([CH3:30])=[O:31].[F:10][c:11]1[c:12]([C:13]#[N:14])[cH:15][c:16]([CH:19]=[O:20])[cH:17][cH:18]1.[F:1][C:2]([CH:3]([CH3:4])[OH:5])([F:6])[F:7].[H-:8].[Na+:9].[O:21]=[CH:22][N:23]([CH3:24])[CH3:25]>>[F:1][C:2]([CH:3]([CH3:4])[O:5][c:11]1[c:12]([C:13]#[N:14])[cH:15][c:16]([CH:19]=[O:20])[cH:17][cH:18]1)([F:6])[F:7]. Yields the product CC(Oc1ccc(C=O)cc1C#N)C(F)(F)F. Starting materials: C1CCOC1, Cl, [Na+], Fc1cc(C2OCCCO2)ccc1-c1nc2ccc(C3(C4CC(F)(F)C4)CC3)nc2s1, [OH-]. Yields the product O=Cc1ccc(-c2nc3ccc(C4(C5CC(F)(F)C5)CC4)nc3s2)c(F)c1. As a reaction SMILES: [CH2:35]1[O:36][CH2:37][CH2:38][CH2:39]1.[ClH:32].[Na+:34].[O:1]1[CH:2]([c:7]2[cH:8][c:9]([F:31])[c:10](-[c:13]3[s:14][c:15]4[n:16][c:17]([C:22]5([CH:25]6[CH2:26][C:27]([F:29])([F:30])[CH2:28]6)[CH2:23][CH2:24]5)[cH:18][cH:19][c:20]4[n:21]3)[cH:11][cH:12]2)[O:6][CH2:5][CH2:4][CH2:3]1.[OH-:33]>>[O:1]=[CH:2][c:7]1[cH:8][c:9]([F:31])[c:10](-[c:13]2[s:14][c:15]3[n:16][c:17]([C:22]4([CH:25]5[CH2:26][C:27]([F:29])([F:30])[CH2:28]5)[CH2:23][CH2:24]4)[cH:18][cH:19][c:20]3[n:21]2)[cH:11][cH:12]1. Starting materials: C=CC1=CC=CC=C1.C1=CC(=C[N+](=C1)[C@H]2[C@@H]([C@@H]([C@H](O2)COP(=O)([O-])OP(=O)(O)OC[C@@H]3[C@H]([C@H]([C@@H](O3)N4C=NC5=C4N=CN=C5N)O)O)O)O)C(=O)N.C(=C)C=1NC=CN1 (styrene co-1 vinylimidazole), C(C1=CC=CC=C1)Cl (Benzyl chloride). Run in CN(C)C=O (DMF). Reaction conditions: temperature 100 celsius. The product is C=CC1=CC=CC=C1.C1=CC(=C[N+](=C1)[C@H]2[C@@H]([C@@H]([C@H](O2)COP(=O)([O-])OP(=O)(O)OC[C@@H]3[C@H]([C@H]([C@@H](O3)N4C=NC5=C4N=CN=C5N)O)O)O)O)C(=O)N.C(=C)C=1NC=CN1.C1=CC(=C[N+](=C1)[C@H]2[C@@H]([C@@H]([C@H](O2)COP(=O)([O-])OP(=O)(O)OC[C@@H]3[C@H]([C@H]([C@@H](O3)N4C=NC5=C4N=CN=C5N)O)O)O)O)C(=O)N.[Cl-].C(=C)[N+]1=CN(C=C1)CC1=CC=CC=C1 (styrene co-1 vinylimidazole co-1 vinyl-3-benzylimidazolium Chloride). Reaction SMILES: [CH2:1]=[CH:2][C:3]1[CH:8]=[CH:7][CH:6]=[CH:5][CH:4]=1.[CH:9]1[CH:14]=[N+:13]([C@@H:15]2[O:19][C@H:18]([CH2:20][O:21][P:22]([O:25][P:26]([O:29][CH2:30][C@H:31]3[O:35][C@@H:34]([N:36]4[C:40]5[N:41]=[CH:42][N:43]=[C:44]([NH2:45])[C:39]=5[N:38]=[CH:37]4)[C@H:33]([OH:46])[C@@H:32]3[OH:47])([OH:28])=[O:27])([O-:24])=[O:23])[C@@H:17]([OH:48])[C@H:16]2[OH:49])[CH:12]=[C:11]([C:50]([NH2:52])=[O:51])[CH:10]=1.[CH:53]([C:55]1[NH:56][CH:57]=[CH:58][N:59]=1)=[CH2:54].[CH2:60]([Cl:67])[C:61]1[CH:66]=[CH:65][CH:64]=[CH:63][CH:62]=1>CN(C=O)C>[CH2:1]=[CH:2][C:3]1[CH:8]=[CH:7][CH:6]=[CH:5][CH:4]=1.[CH:9]1[CH:14]=[N+:13]([C@@H:15]2[O:19][C@H:18]([CH2:20][O:21][P:22]([O:25][P:26]([O:29][CH2:30][C@H:31]3[O:35][C@@H:34]([N:36]4[C:40]5[N:41]=[CH:42][N:43]=[C:44]([NH2:45])[C:39]=5[N:38]=[CH:37]4)[C@H:33]([OH:46])[C@@H:32]3[OH:47])([OH:28])=[O:27])([O-:24])=[O:23])[C@@H:17]([OH:48])[C@H:16]2[OH:49])[CH:12]=[C:11]([C:50]([NH2:52])=[O:51])[CH:10]=1.[CH:53]([C:55]1[NH:56][CH:57]=[CH:58][N:59]=1)=[CH2:54].[CH:9]1[CH:14]=[N+:13]([C@@H:15]2[O:19][C@H:18]([CH2:20][O:21][P:22]([O:25][P:26]([O:29][CH2:30][C@H:31]3[O:35][C@@H:34]([N:36]4[C:40]5[N:41]=[CH:42][N:43]=[C:44]([NH2:45])[C:39]=5[N:38]=[CH:37]4)[C@H:33]([OH:46])[C@@H:32]3[OH:47])([OH:28])=[O:27])([O-:24])=[O:23])[C@@H:17]([OH:48])[C@H:16]2[OH:49])[CH:12]=[C:11]([C:50]([NH2:52])=[O:51])[CH:10]=1.[Cl-:67].[CH:34]([N+:36]1[CH:40]=[CH:39][N:38]([CH2:60][C:61]2[CH:66]=[CH:65][CH:64]=[CH:63][CH:62]=2)[CH:37]=1)=[CH2:33] |f:0.1.2,5.6.7.8.9.10|. Reported procedure: Next, to a 1-L 3-necked round-bottomed flask equipped with a mechanical stirrer and a reflux condenser was added 625 g of the 20.0 wt. % solution of styrene-co-1-vinylimidazole in DMF. Benzyl chloride (8.0 g) was added, and the solution was stirred and heated at 100° C. under a slight positive pressure of nitrogen for 18 hr. A portion of the solution (25 g) was removed for analysis. Then, 9.7 g of 2-chloroethanol was added, and the solution was reheated with stirring at 100° C. for an additional... The reactants are CO (MeOH), C(C)(C)(C)OC(=O)N1[C@H](C=O)CCC1 (N-t-butyloxycarbonyl-(S)-prolinal), C1(=CC=CC=C1)P(C1=CC=CC=C1)C1=CC=CC=C1 (triphenylphosphine), C(Br)(Br)(Br)Br (carbon tetrabromide). Reagents/catalysts: [Zn] (zinc). Solvent: C(Cl)Cl (CH2Cl2), C(Cl)Cl (CH2Cl2), CCOC(=O)C.CCCCCC (EtOAc hexane). Reaction conditions: time 5 minute. The product is BrC(=C[C@H]1N(CCC1)C(=O)OC(C)(C)C)Br (2(S)-(2,2-Dibromoethenyl)-N-t-butyloxycarbonylpyrrolidine). Yield: 91.0%. RXN SMILES: C1(P(C2C=CC=CC=2)C2C=CC=CC=2)C=CC=CC=1.[C:20]([Br:24])(Br)(Br)[Br:21].[C:25]([O:29][C:30]([N:32]1[CH2:38][CH2:37][CH2:36][C@H:33]1[CH:34]=O)=[O:31])([CH3:28])([CH3:27])[CH3:26].CO>C(Cl)Cl.CCOC(C)=O.CCCCCC.[Zn]>[Br:21][C:20]([Br:24])=[CH:34][C@@H:33]1[CH2:36][CH2:37][CH2:38][N:32]1[C:30]([O:29][C:25]([CH3:26])([CH3:28])[CH3:27])=[O:31] |f:5.6|. Reported procedure: At room temperature and under nitrogen, triphenylphosphine (13.0 g, 49.5 mmol), zinc dust (2.16 g, 33.0 mmol) and carbon tetrabromide (11.0 g, 33.0 mmol) were added to CH2Cl2 (80 mL). After stirring for 5 minutes, a solution of N-t-butyloxycarbonyl-(S)-prolinal (3.29 g, 16.5 mmol) in CH2Cl2 (25 mL) was added. The reaction was slightly exothermic. After stirring for 1 hour, the reaction mixture was diluted with EtOAc/hexane (1:1) and filtered through basic alumina. The filter cake was then washed... Reactants: C1(CC1)NC(=O)C1=CC=CC=2SC(=CC21)C2=NC(=NC=C2Cl)Cl (2-(2,5-dichloropyrimidin-4-yl)-benzo[b]thiophene-4-carboxylic acid cyclopropylamide), C(C)(C)(C)OC(=O)N1CCC(CC1)(CC)CCCN (4-(3-aminopropyl)-4-ethylpiperidine-1-carboxylic acid tert-butyl ester), C(C)(C)N(CC)C(C)C (diisopropylethylamine). The solvent is O1CCOCC1 (1,4-dioxane). Conditions: temperature 90 celsius. Yields the product C(C)(C)(C)OC(=O)N1CCC(CC1)(CC)CCCNC1=NC=C(C(=N1)C1=CC2=C(S1)C=CC=C2C(NC2CC2)=O)Cl (4-{3-[5-chloro-4-(4-cyclopropylcarbamoylbenzo[b]thiophen-2-yl)-pyrimidin-2-ylamino]-propyl}-4-ethylpiperidine-1-carboxylic acid tert-butyl ester). Isolated yield 66.7%. RXN SMILES: [CH:1]1([NH:4][C:5]([C:7]2[C:15]3[CH:14]=[C:13]([C:16]4[C:21]([Cl:22])=[CH:20][N:19]=[C:18](Cl)[N:17]=4)[S:12][C:11]=3[CH:10]=[CH:9][CH:8]=2)=[O:6])[CH2:3][CH2:2]1.[C:24]([O:28][C:29]([N:31]1[CH2:36][CH2:35][C:34]([CH2:39][CH2:40][CH2:41][NH2:42])([CH2:37][CH3:38])[CH2:33][CH2:32]1)=[O:30])([CH3:27])([CH3:26])[CH3:25].C(N(C(C)C)CC)(C)C>O1CCOCC1>[C:24]([O:28][C:29]([N:31]1[CH2:36][CH2:35][C:34]([CH2:39][CH2:40][CH2:41][NH:42][C:18]2[N:17]=[C:16]([C:13]3[S:12][C:11]4[CH:10]=[CH:9][CH:8]=[C:7]([C:5](=[O:6])[NH:4][CH:1]5[CH2:3][CH2:2]5)[C:15]=4[CH:14]=3)[C:21]([Cl:22])=[CH:20][N:19]=2)([CH2:37][CH3:38])[CH2:33][CH2:32]1)=[O:30])([CH3:25])([CH3:27])[CH3:26]. Procedure details: A stirred mixture of 2-(2,5-dichloropyrimidin-4-yl)-benzo[b]thiophene-4-carboxylic acid cyclopropylamide (180 mg, 0.494 mmol), 4-(3-aminopropyl)-4-ethylpiperidine-1-carboxylic acid tert-butyl ester (200 mg, 0.741 mmol) and diisopropylethylamine (128 mg, 0.988 mmol) in 1,4-dioxane (3 mL) is heated at 90° C. under nitrogen for 18 hours. At room temperature the mixture is concentrated and the crude product is chromatographed on silica gel, eluting with 3% 2 M NH3/MeOH in dichloromethane, to give 19... The reactants are 3-(2-Methoxy-5-trifluoromethyl-phenyl)-1-methyl-1H-pyrazolo[3,4-d]pyrimidin-6-ylamine phenyl, COC1=C(C=CC(=C1)OC)C1=NN(C2=NC(=NC=C21)N)C (3-(2,4-Dimethoxy-phenyl)-1-methyl-1H-pyrazolo[3,4-d]pyrimidin-6-ylamine). The solvent is O (water). The product is NC1=NC=C2C(=N1)N(N=C2C2=C(C=C(C=C2)O)O)C (4-(6-Amino-1-methyl-1H-pyrazolo[3,4-d]pyrimidin-3-yl)-benzene-1,3-diol). Reaction SMILES: C[O:2][C:3]1[CH:8]=[C:7]([O:9]C)[CH:6]=[CH:5][C:4]=1[C:11]1[C:19]2[C:14](=[N:15][C:16]([NH2:20])=[N:17][CH:18]=2)[N:13]([CH3:21])[N:12]=1>O>[NH2:20][C:16]1[N:15]=[C:14]2[N:13]([CH3:21])[N:12]=[C:11]([C:4]3[CH:5]=[CH:6][C:7]([OH:9])=[CH:8][C:3]=3[OH:2])[C:19]2=[CH:18][N:17]=1. Procedure: This compound is prepared analogously to Example 91 by replacing 3-(2-Methoxy-5-trifluoromethyl-phenyl)-1-methyl-1H-pyrazolo[3,4-d]pyrimidin-6-ylamine phenyl) (Example 88) with 3-(2,4-Dimethoxy-phenyl)-1-methyl-1H-pyrazolo[3,4-d]pyrimidin-6-ylamine (Example 89). The addition of water during the aqueous quench results in a precipitate but on filtration a gum forms, this gum is therefore triturated with diethyl ether (50 ml) to form a solid, which is collected by filtration and dried under vacuum ...